This data is from the Open Reaction Database (ORD), a public repository of structured organic reaction records. The task is: describe an organic reaction: reactants, conditions, products, and yield Starting materials: C(C)(C)(C)OC(=O)N1CC(C1)=CC=1N(C2=NC(=NC(=C2N1)N1CCOCC1)N1C(=NC2=C1C=CC=C2)C(C)C)C (3-[2-(2-isopropylbenzoimidazol-1-yl)-9-methyl-6-morpholin-4-yl-9H-purin-8-ylmethylene]azetidine-1-carboxylic acid tert-butyl ester). Reagents/catalysts: [Pd] (Pd/C). The solvent is CCO (EtOH), CC(=O)O (AcOH). Conditions: time 65 hour. Product: C(C)(C)(C)OC(=O)N1CC(C1)CC=1N(C2=NC(=NC(=C2N1)N1CCOCC1)N1C(=NC2=C1C=CC=C2)C(C)C)C (3-[2-(2-Isopropylbenzoimidazol-1-yl)-9-methyl-6-morpholin-4-yl-9H-purin-8-ylmethyl]azetidine-1-carboxylic acid tert-butyl ester). Isolated yield 99.6%. As a reaction SMILES: [C:1]([O:5][C:6]([N:8]1[CH2:11][C:10](=[CH:12][C:13]2[N:14]([CH3:40])[C:15]3[C:20]([N:21]=2)=[C:19]([N:22]2[CH2:27][CH2:26][O:25][CH2:24][CH2:23]2)[N:18]=[C:17]([N:28]2[C:32]4[CH:33]=[CH:34][CH:35]=[CH:36][C:31]=4[N:30]=[C:29]2[CH:37]([CH3:39])[CH3:38])[N:16]=3)[CH2:9]1)=[O:7])([CH3:4])([CH3:3])[CH3:2]>CCO.CC(O)=O.[Pd]>[C:1]([O:5][C:6]([N:8]1[CH2:11][CH:10]([CH2:12][C:13]2[N:14]([CH3:40])[C:15]3[C:20]([N:21]=2)=[C:19]([N:22]2[CH2:23][CH2:24][O:25][CH2:26][CH2:27]2)[N:18]=[C:17]([N:28]2[C:32]4[CH:33]=[CH:34][CH:35]=[CH:36][C:31]=4[N:30]=[C:29]2[CH:37]([CH3:38])[CH3:39])[N:16]=3)[CH2:9]1)=[O:7])([CH3:2])([CH3:4])[CH3:3]. Procedure: To a solution of 3-[2-(2-isopropylbenzoimidazol-1-yl)-9-methyl-6-morpholin-4-yl-9H-purin-8-ylmethylene]azetidine-1-carboxylic acid tert-butyl ester (255 mg, 0.47 mmol) in EtOH (15 mL) and AcOH (5 mL) was added 10% Pd/C (55 mg) and the resulting mixture stirred under an atmosphere of H2 for 65 h. The reaction mixture was filtered through Celite®, washing with MeOH, and the filtrate concentrated in vacuo affording the title compound (256 mg, quant.). LCMS (method A): RT 3.16 min [M+H]+ 547.4 The reactants are C(C)(=O)N1C2=C(N(C([C@H]([C@@H]1C)NC([C@H](C)N(C(OC(C)(C)C)=O)C)=O)=O)CC1=C(C=CC3=CC=CC=C13)OC)C=CC(=C2)C#N (tert-butyl(S)-1-((3S,4S)-5-acetyl-7-cyano-1-((2-methoxynaphthalen-1-yl)methyl)-4-methyl-2-oxo-2,3,4,5-tetrahydro-1H-benzo[b][1,4]diazepin-3-ylamino)-1-oxopropan-2-yl(methyl)carbamate), Cl (HCl). Run in O1CCOCC1 (dioxane), CCOCC (Et2O). Product: Cl.C(C)(=O)N1C2=C(N(C([C@H]([C@@H]1C)NC([C@H](C)NC)=O)=O)CC1=C(C=CC3=CC=CC=C13)OC)C=CC(=C2)C#N ((S)-N-((3S,4S)-5-acetyl-7-cyano-1-((2-methoxynaphthalen-1-yl)methyl)-4-methyl-2-oxo-2,3,4,5-tetrahydro-1H-benzo[b][1,4]diazepin-3-yl)-2-(methylamino)propanamide hydrochloride). Isolated yield 80.0%. RXN SMILES: [C:1]([N:4]1[C@@H:10]([CH3:11])[C@H:9]([NH:12][C:13](=[O:25])[C@@H:14]([N:16](C)[C:17](=O)OC(C)(C)C)[CH3:15])[C:8](=[O:26])[N:7]([CH2:27][C:28]2[C:37]3[C:32](=[CH:33][CH:34]=[CH:35][CH:36]=3)[CH:31]=[CH:30][C:29]=2[O:38][CH3:39])[C:6]2[CH:40]=[CH:41][C:42]([C:44]#[N:45])=[CH:43][C:5]1=2)(=[O:3])[CH3:2].[ClH:46]>O1CCOCC1.CCOCC>[ClH:46].[C:1]([N:4]1[C@@H:10]([CH3:11])[C@H:9]([NH:12][C:13](=[O:25])[C@@H:14]([NH:16][CH3:17])[CH3:15])[C:8](=[O:26])[N:7]([CH2:27][C:28]2[C:37]3[C:32](=[CH:33][CH:34]=[CH:35][CH:36]=3)[CH:31]=[CH:30][C:29]=2[O:38][CH3:39])[C:6]2[CH:40]=[CH:41][C:42]([C:44]#[N:45])=[CH:43][C:5]1=2)(=[O:3])[CH3:2] |f:4.5|. Procedure: A rt solution of tert-butyl(S)-1-((3S,4S)-5-acetyl-7-cyano-1-((2-methoxynaphthalen-1-yl)methyl)-4-methyl-2-oxo-2,3,4,5-tetrahydro-1H-benzo[b][1,4]diazepin-3-ylamino)-1-oxopropan-2-yl(methyl)carbamate (60 mg, 97.8 μmol) in 4 M HCl in dioxane (489 μl) was stirred for 1 h. The reaction was diluted with Et2O and the solids were collected by vacuum filtration, taken up in MeCN—H2O, and lyophilized to provide (S)-N-((3S,4S)-5-acetyl-7-cyano-1-((2-methoxynaphthalen-1-yl)methyl)-4-methyl-2-oxo-2,3,4,5-t...